Dataset: the Open Reaction Database (ORD), a public repository of structured organic reaction records. Task: describe an organic reaction: reactants, conditions, products, and yield Starting materials: ClC1=C(C(=O)CC(=O)OCC)C=CC=C1 (ethyl 2-chlorobenzoylacetate), COC(N(C)C)OC (dimethylformamide dimethylacetal). Solvent: C1=CC=CC=C1 (benzene), C1=CC=CC=C1 (benzene). Product: ClC1=C(C(=O)C(C(=O)OCC)=CN(C)C)C=CC=C1 (Ethyl 2-(2-chlorobenzoyl)-3-dimethylaminopropenoate). The yield is 97.3%. Reaction SMILES: [Cl:1][C:2]1[CH:15]=[CH:14][CH:13]=[CH:12][C:3]=1[C:4]([CH2:6][C:7]([O:9][CH2:10][CH3:11])=[O:8])=[O:5].CO[CH:18](OC)[N:19]([CH3:21])[CH3:20]>C1C=CC=CC=1>[Cl:1][C:2]1[CH:15]=[CH:14][CH:13]=[CH:12][C:3]=1[C:4]([C:6](=[CH:18][N:19]([CH3:21])[CH3:20])[C:7]([O:9][CH2:10][CH3:11])=[O:8])=[O:5]. Reported procedure: To a stirred solution of 5.0 g of ethyl 2-chlorobenzoylacetate in 50 cc of benzene was added dropwise 5 cc of dimethylformamide dimethylacetal in 15 cc of benzene at room temperature. The resulting mixture was heated under reflux for 6 hours. After cooling, the solvent was distilled off to obtain 6.2 g of compound D. Yield: 97.3%. Reactants: O=C(O)C=Cc1ccc(C(F)(F)F)nc1CCc1ccccc1, COc1nc(OC)nc([N+]2(C)CCOCC2)n1, [Cl-], Cl, CC(N)c1cc(F)c(NS(C)(=O)=O)c(F)c1, O. Product: CC(NC(=O)C=Cc1ccc(C(F)(F)F)nc1CCc1ccccc1)c1cc(F)c(NS(C)(=O)=O)c(F)c1. As a reaction SMILES: [CH2:37]([CH2:38][c:39]1[cH:40][cH:41][cH:42][cH:43][cH:44]1)[c:45]1[n:46][c:47]([C:56]([F:57])([F:58])[F:59])[cH:48][cH:49][c:50]1[CH:51]=[CH:52][C:53](=[O:54])[OH:55].[CH3:20][O:21][c:22]1[n:23][c:24]([O:25][CH3:26])[n:27][c:28]([N+:29]2([CH3:30])[CH2:31][CH2:32][O:33][CH2:34][CH2:35]2)[n:36]1.[Cl-:19].[ClH:17].[NH2:1][CH:2]([CH3:3])[c:4]1[cH:5][c:6]([F:16])[c:7]([NH:11][S:12](=[O:13])(=[O:14])[CH3:15])[c:8]([F:10])[cH:9]1.[OH2:18]>>[NH:1]([CH:2]([CH3:3])[c:4]1[cH:5][c:6]([F:16])[c:7]([NH:11][S:12](=[O:13])(=[O:14])[CH3:15])[c:8]([F:10])[cH:9]1)[C:53]([CH:52]=[CH:51][c:50]1[c:45]([CH2:37][CH2:38][c:39]2[cH:40][cH:41][cH:42][cH:43][cH:44]2)[n:46][c:47]([C:56]([F:57])([F:58])[F:59])[cH:48][cH:49]1)=[O:54]. Starting materials: CN(C)CCCCl, Cc1csc2ccc3[nH]c4c(c3c12)CNCC4, CN(C)C=O. The product is Cc1csc2ccc3[nH]c4c(c3c12)CN(CCCN(C)C)CC4. Reaction SMILES: [CH3:18][N:19]([CH2:20][CH2:21][CH2:22][Cl:23])[CH3:24].[CH3:1][c:2]1[cH:3][s:4][c:5]2[c:6]1[c:7]1[c:8]3[c:9]([nH:10][c:11]1[cH:12][cH:13]2)[CH2:14][CH2:15][NH:16][CH2:17]3.[CH3:25][N:26]([CH3:27])[CH:28]=[O:29]>>[CH3:1][c:2]1[cH:3][s:4][c:5]2[c:6]1[c:7]1[c:8]3[c:9]([nH:10][c:11]1[cH:12][cH:13]2)[CH2:14][CH2:15][N:16]([CH2:22][CH2:21][CH2:20][N:19]([CH3:18])[CH3:24])[CH2:17]3. Reactants: C(C)N1CCN(CC1)C1=CC=C(C=N1)C(=O)[O-].[Na+] (sodium 6-(4-ethylpiperazinyl)pyridine-3-carboxylate), ON1N=NC2=C1C=CC=C2 (1-hydroxybenzotriazole), Cl.C(C)N=C=NCCCN(C)C (1-ethyl-3-(3-dimethylaminopropyl )carbodiimide hydrochloride), Cl.[N+](=O)(OCCCCCCCCCCCCN)[O-] (12-aminododecyl nitrate hydrochloride). The solvent is C(Cl)Cl (methylene chloride), C(Cl)(Cl)Cl (chloroform). Reaction conditions: time 8 hour. Product: O([N+](=O)[O-])CCCCCCCCCCCCNC(=O)C=1C=NC(=CC1)N1CCN(CC1)CC (N-(12-Nitroxydodecyl)-6-(4-ethyl-1-piperazinyl)pyridine-3-carboxamide). The yield is 91.6%. Reaction SMILES: Cl.[N+:2]([O-:18])([O:4][CH2:5][CH2:6][CH2:7][CH2:8][CH2:9][CH2:10][CH2:11][CH2:12][CH2:13][CH2:14][CH2:15][CH2:16][NH2:17])=[O:3].[CH2:19]([N:21]1[CH2:26][CH2:25][N:24]([C:27]2[N:32]=[CH:31][C:30]([C:33]([O-])=[O:34])=[CH:29][CH:28]=2)[CH2:23][CH2:22]1)[CH3:20].[Na+].ON1C2C=CC=CC=2N=N1.Cl.C(N=C=NCCCN(C)C)C>C(Cl)Cl.C(Cl)(Cl)Cl>[O:4]([CH2:5][CH2:6][CH2:7][CH2:8][CH2:9][CH2:10][CH2:11][CH2:12][CH2:13][CH2:14][CH2:15][CH2:16][NH:17][C:33]([C:30]1[CH:31]=[N:32][C:27]([N:24]2[CH2:23][CH2:22][N:21]([CH2:19][CH3:20])[CH2:26][CH2:25]2)=[CH:28][CH:29]=1)=[O:34])[N+:2]([O-:18])=[O:3] |f:0.1,2.3,5.6|. Procedure: To a solution of 5.7 g of 12-aminododecyl nitrate hydrochloride in 80 ml of methylene chloride were added successively under ice-cooling 5.21 g of sodium 6-(4-ethylpiperazinyl)pyridine-3-carboxylate, 3.91 g of 1-hydroxybenzotriazole (HOBt) and 2.76 g of 1-ethyl-3-(3-dimethylaminopropyl )carbodiimide hydrochloride (WSCI) and then the mixture was stirred at room temperature overnight. The reaction solution was diluted with chloroform and washed successively with water, a saturated aqueous solution... The reactants are CCCC[N+](CCCC)(CCCC)CCCC, C[Si](C)(C)C#CC(=CC=C(I)SCc1ccccc1)SCc1ccccc1, CC#CC#C[Si](C)(C)C, [Cu]I, [F-], CN(C)C=O, O, c1ccccc1. The product is CC#CC#CC(=CC=C(C#C[Si](C)(C)C)SCc1ccccc1)SCc1ccccc1. As a reaction SMILES: [CH2:16]([N+:17]([CH2:18][CH2:19][CH2:20][CH3:21])([CH2:22][CH2:23][CH2:24][CH3:25])[CH2:26][CH2:27][CH2:28][CH3:29])[CH2:30][CH2:31][CH3:32].[CH2:33]([c:34]1[cH:35][cH:36][cH:37][cH:38][cH:39]1)[S:40][C:41](=[CH:42][CH:43]=[C:44]([C:45]#[C:46][Si:47]([CH3:48])([CH3:49])[CH3:50])[S:51][CH2:52][c:53]1[cH:54][cH:55][cH:56][cH:57][cH:58]1)[I:59].[CH3:6][Si:7]([C:8]#[C:9][C:10]#[C:11][CH3:12])([CH3:13])[CH3:14].[Cu:66][I:67].[F-:15].[O:1]=[CH:2][N:3]([CH3:4])[CH3:5].[OH2:68].[cH:60]1[cH:61][cH:62][cH:63][cH:64][cH:65]1>>[C:8](#[C:9][C:10]#[C:11][CH3:12])[C:41]([S:40][CH2:33][c:34]1[cH:35][cH:36][cH:37][cH:38][cH:39]1)=[CH:42][CH:43]=[C:44]([C:45]#[C:46][Si:47]([CH3:48])([CH3:49])[CH3:50])[S:51][CH2:52][c:53]1[cH:54][cH:55][cH:56][cH:57][cH:58]1. Starting materials: [O-]CC.[Na+] (sodium ethoxide), SCC(=O)OCC (ethyl mercaptoacetate), ClCCCCC(O)C=1OC=CC1 (5-chloro-1-(2-furyl)-1-pentanol), [O-]CC.[Na+] (sodium ethoxide). Solvent: C(C)O (ethanol). Yields the product C(=O)(OCC)CSCCCCC(O)C=1OC=CC1 (5-(carbethoxymethylthio)-1-(2-furyl)-1-pentanol). Reaction SMILES: [SH:1][CH2:2][C:3]([O:5][CH2:6][CH3:7])=[O:4].Cl[CH2:9][CH2:10][CH2:11][CH2:12][CH:13]([C:15]1[O:16][CH:17]=[CH:18][CH:19]=1)[OH:14].[O-]CC.[Na+]>C(O)C>[C:3]([CH2:2][S:1][CH2:9][CH2:10][CH2:11][CH2:12][CH:13]([C:15]1[O:16][CH:17]=[CH:18][CH:19]=1)[OH:14])([O:5][CH2:6][CH3:7])=[O:4] |f:2.3|. Procedure details: To a stirred, refluxing mixture of 76 g of ethyl mercaptoacetate, 79.5 g of 5-chloro-1-(2-furyl)-1-pentanol (Example 55), and 10 ml of 1.5 M sodium ethoxide in ethanol is added an additional 300 ml of 1.5 M sodium ethoxide during 15 minutes. The resulting mixture is stirred at reflux for 3 hours, cooled, and concentrated to remove most of the ethanol. The residue is partitioned with ether and water. The ether phase is washed with brine and dried over potassium carbonate. The solution is concentr... Reaction SMILES: C([O:3][C:4](=[O:29])[C:5](=[O:28])[C:6]1[CH:11]=[CH:10][C:9]([O:12][CH2:13][C:14](=[O:27])[N:15]2[CH2:20][CH2:19][N:18]([C:21]3[CH:26]=[CH:25][CH:24]=[CH:23][CH:22]=3)[CH2:17][CH2:16]2)=[CH:8][CH:7]=1)C.C(=O)([O-])[O-].[Na+].[Na+]>CO.O>[O:27]=[C:14]([N:15]1[CH2:20][CH2:19][N:18]([C:21]2[CH:26]=[CH:25][CH:24]=[CH:23][CH:22]=2)[CH2:17][CH2:16]1)[CH2:13][O:12][C:9]1[CH:10]=[CH:11][C:6]([C:5](=[O:28])[C:4]([OH:29])=[O:3])=[CH:7][CH:8]=1 |f:1.2.3|. The yield is 46.1%. Starting materials: C(C)OC(C(C1=CC=C(C=C1)OCC(N1CCN(CC1)C1=CC=CC=C1)=O)=O)=O (4-[2-Oxo-2-(4-phenyl-1-piperazinyl)ethoxy]-alpha-oxobenzeneacetic acid ethyl ester), C([O-])([O-])=O.[Na+].[Na+] (sodium carbonate). Run at time 1.25 hour. The product is O=C(COC1=CC=C(C=C1)C(C(=O)O)=O)N1CCN(CC1)C1=CC=CC=C1 (4-[2-oxo-2-(4-phenyl-1-piperazinyl)ethoxy]-alpha-oxobenzeneacetic acid). Solvent: CO (methanol), O (water). Reported procedure: 4-[2-Oxo-2-(4-phenyl-1-piperazinyl)ethoxy]-alpha-oxobenzeneacetic acid ethyl ester (0.7 g) in methanol (40 mL) was treated with sodium carbonate (0.24 g) in water (6 mL), and the mixture was stirred at room temperature for 1.25 hours. After the methanol was evaporated under reduced pressure, water was added and the solution was acidified with 3N hydrochloric acid, then the aqueous layer was extracted with a dichloromethane-tetrahydrofuran mixture (1:1). The organic layer was dried (MgSO4), evapo... Starting materials: C(C1=CC=CC=C1)OC(=O)N1C[C@@](C(C1)F)(C)NC(=O)OC(C)(C)C ((3R)-1-benzyloxycarbonyl-3-(tert-butoxycarbonylamino)-4-fluoro-3-methylpyrrolidine). The reagents and catalysts are [C].[Pd] (palladium-carbon). The solvent is C(C)O (ethanol), [H][H] (hydrogen). Product: C(C)(C)(C)OC(=O)N[C@@]1(CNCC1F)C ((3R)-3-(tert-Butoxycarbonylamino)-4-fluoro-3-methylpyrrolidine). RXN SMILES: C(OC([N:11]1[CH2:15][CH:14]([F:16])[C@@:13]([NH:18][C:19]([O:21][C:22]([CH3:25])([CH3:24])[CH3:23])=[O:20])([CH3:17])[CH2:12]1)=O)C1C=CC=CC=1>C(O)C.[C].[Pd].[H][H]>[C:22]([O:21][C:19]([NH:18][C@@:13]1([CH3:17])[CH:14]([F:16])[CH2:15][NH:11][CH2:12]1)=[O:20])([CH3:25])([CH3:23])[CH3:24] |f:2.3|. Procedure: To a solution of (3R)-1-benzyloxycarbonyl-3-(tert-butoxycarbonylamino)-4-fluoro-3-methylpyrrolidine (isomer A) (271 mg, 0.769 mmol) in ethanol (10 mL) was added 10% palladium-carbon catalyst (containing 52.8% water, 27.0 mg), and the suspension was stirred for 2 hours in hydrogen gas atmosphere. After removing the catalyst by filtration, the filtrate was concentrated under reduced pressure to obtain 156 mg (93%) of the crude target compound (isomer A) as a colorless transparent syrup substance. Procedure: To a solution of dichloroacetyl chloride (1.8 ml.) in methylene chloride (15 ml.) was added 2-hydroxyimino-(4-chlorophenyl)acetic acid (anti-isomer) (1.5 g.) and the suspension stirred for two hours at room temperature. During this time most of the material dissolved. The solid was removed, washed with petroleum (b.p. 40°-60°) and the washings and filtrate were combined, kept at 5° overnight and the resulting solid was collected and dried to give the title acid (2.0 g; 85%), m.p. 80°, λmax. (EtO... RXN SMILES: [Cl:1][CH:2]([Cl:6])[C:3](Cl)=[O:4].[OH:7][N:8]=[C:9]([C:13]1[CH:18]=[CH:17][C:16]([Cl:19])=[CH:15][CH:14]=1)[C:10]([OH:12])=[O:11].CCO>C(Cl)Cl>[Cl:1][CH:2]([Cl:6])[C:3]([O:7][N:8]=[C:9]([C:13]1[CH:18]=[CH:17][C:16]([Cl:19])=[CH:15][CH:14]=1)[C:10]([OH:12])=[O:11])=[O:4]. Run in C(Cl)Cl (methylene chloride). The reactants are ClC(C(=O)Cl)Cl (dichloroacetyl chloride), ON=C(C(=O)O)C1=CC=C(C=C1)Cl (2-hydroxyimino-(4-chlorophenyl)acetic acid), ester, CCO (EtOH). Run at time 2 hour. Yields the product ClC(C(=O)ON=C(C(=O)O)C1=CC=C(C=C1)Cl)Cl (2-Dichloroacetoxyimino-(4-chlorophenyl)acetic acid).